From a dataset of the Open Reaction Database (ORD), a public repository of structured organic reaction records. describe an organic reaction: reactants, conditions, products, and yield The reactants are CN, CO, Clc1ccc(Cl)nn1, O. The product is CNc1ccc(Cl)nn1. As a reaction SMILES: [CH3:11][NH2:12].[CH3:9][OH:10].[Cl:1][c:2]1[n:3][n:4][c:5]([Cl:8])[cH:6][cH:7]1.[OH2:13]>>[Cl:1][c:2]1[n:3][n:4][c:5]([NH:12][CH3:11])[cH:6][cH:7]1.